This data is from the Open Reaction Database (ORD), a public repository of structured organic reaction records. The task is: describe an organic reaction: reactants, conditions, products, and yield Reactants: FC1=CC=C(C=C1)N(C=1C=2N(C=CN1)C(=NN2)NC(OC(C)C)=O)C (isopropyl (8-((4-fluorophenyl)(methyl)amino)-[1,2,4]triazolo[4,3-a]pyrazin-3-yl)carbamate), [OH-].[K+] (KOH), Cl (HCl). The solvent is O1CCOCC1 (dioxane). Run at temperature 125 celsius. The product is FC1=CC=C(C=C1)N(C=1C=2N(C=CN1)C(=NN2)N)C (N8-(4-fluorophenyl)-N8-methyl-[1,2,4]triazolo[4,3-a]pyrazine-3,8-diamine). RXN SMILES: [F:1][C:2]1[CH:7]=[CH:6][C:5]([N:8]([CH3:25])[C:9]2[C:10]3[N:11]([C:15]([NH:18]C(=O)OC(C)C)=[N:16][N:17]=3)[CH:12]=[CH:13][N:14]=2)=[CH:4][CH:3]=1.[OH-].[K+].Cl>O1CCOCC1>[F:1][C:2]1[CH:3]=[CH:4][C:5]([N:8]([CH3:25])[C:9]2[C:10]3[N:11]([C:15]([NH2:18])=[N:16][N:17]=3)[CH:12]=[CH:13][N:14]=2)=[CH:6][CH:7]=1 |f:1.2|. Procedure details: The crude isopropyl (8-((4-fluorophenyl)(methyl)amino)-[1,2,4]triazolo[4,3-a]pyrazin-3-yl)carbamate was treated with 5N KOH aq (1 mL) and dioxane (2 mL). The mixture was heated to 125° C. for 48 hours then treated with 5N HCl (1 mL). The solvent was removed under reduced pressure to afford N8-(4-fluorophenyl)-N8-methyl-[1,2,4]triazolo[4,3-a]pyrazine-3,8-diamine which could be purified by reverse phase column chromatography. LCMS: 245 [M+H+]. Procedure: To 3-((5-bromofuran-2-yl)methylene)-5-chloroindolin-2-one (50 mg, 0.155 mmol) in dioxane/water (5% water) was added Cs2CO3 (152 mg, 0.466 mmol) and N-(2-morpholinoethyl)-5-(4,4,5,5-tetramethyl-1,3,2-dioxaborolan-2-yl)pyridin-2-amine (62 mg, 0.186 mmol). The mixture was degassed with nitrogen for 5 minutes then heated in microwave for 20 minutes at 120° C. The solution was diluted with water and the solid formed was isolated by filtration. The solid was purified by HPLC to yield 5-chloro-3-((5-(6... Reaction SMILES: Br[C:2]1[O:6][C:5]([CH:7]=[C:8]2[C:16]3[C:11](=[CH:12][CH:13]=[C:14]([Cl:17])[CH:15]=3)[NH:10][C:9]2=[O:18])=[CH:4][CH:3]=1.C([O-])([O-])=O.[Cs+].[Cs+].[O:25]1[CH2:30][CH2:29][N:28]([CH2:31][CH2:32][NH:33][C:34]2[CH:39]=[CH:38][C:37](B3OC(C)(C)C(C)(C)O3)=[CH:36][N:35]=2)[CH2:27][CH2:26]1>O1CCOCC1.O>[Cl:17][C:14]1[CH:15]=[C:16]2[C:11](=[CH:12][CH:13]=1)[NH:10][C:9](=[O:18])[C:8]2=[CH:7][C:5]1[O:6][C:2]([C:37]2[CH:36]=[N:35][C:34]([NH:33][CH2:32][CH2:31][N:28]3[CH2:29][CH2:30][O:25][CH2:26][CH2:27]3)=[CH:39][CH:38]=2)=[CH:3][CH:4]=1 |f:1.2.3,5.6|. Run at temperature 120 celsius. The solvent is O1CCOCC1.O (dioxane water). Reactants: BrC1=CC=C(O1)C=C1C(NC2=CC=C(C=C12)Cl)=O (3-((5-bromofuran-2-yl)methylene)-5-chloroindolin-2-one), C(=O)([O-])[O-].[Cs+].[Cs+] (Cs2CO3), O1CCN(CC1)CCNC1=NC=C(C=C1)B1OC(C(O1)(C)C)(C)C (N-(2-morpholinoethyl)-5-(4,4,5,5-tetramethyl-1,3,2-dioxaborolan-2-yl)pyridin-2-amine). Product: ClC=1C=C2C(C(NC2=CC1)=O)=CC=1OC(=CC1)C=1C=NC(=CC1)NCCN1CCOCC1 (5-chloro-3-((5-(6-(2-morpholinoethylamino)pyridin-3-yl)furan-2-yl)methylene)indolin-2-one). Starting materials: C(=O)(OC(C)(C)C)N1CCN(CC1)C1=C(C=CC=C1)CN1N=CN=C1 (1-Boc-4-(2-[1,2,4]triazol-1-ylmethyl-phenyl)-piperazine), chloride salt, OC=1C=C2CC(NC(C2=CC1)(C)C)C(=O)O (6-hydroxy-1,1-dimethyl-1,2,3,4-tetrahydro-isoquinoline-3-carboxylic acid), CCN(C(C)C)C(C)C (DIEA), C=1C=CC2=C(C1)N=NN2O (HOBt), C(Cl)Cl (CH2Cl2), Boc-D-p-Cl-Phe-OH, chloride salt. Reagents/catalysts: CN(C)C=1C=CN=CC1 (DMAP). The solvent is C(CCl)Cl (EDC). Run at time 8 hour. The product is ClC1=CC=C(CC(C(N2CCN(CC2)C2=C(C=CC=C2)CN2N=CN=C2)=O)NC(=O)C2NC(C3=CC=C(C=C3C2)O)(C)C)C=C1 (6-Hydroxy-1,1-dimethyl-1,2,3,4-tetrahydro-isoquinoline-3-carboxylic acid {1-(4-chloro-benzyl)-2-oxo-2-[4-(2-[1,2,4]triazol-1-ylmethyl-phenyl)-piperazin-1-yl]-ethyl}-amide). RXN SMILES: [C:1]([N:8]1[CH2:13][CH2:12][N:11]([C:14]2[CH:19]=[CH:18][CH:17]=[CH:16][C:15]=2[CH2:20][N:21]2[CH:25]=[N:24][CH:23]=[N:22]2)[CH2:10][CH2:9]1)([O:3]C(C)(C)C)=O.[OH:26][C:27]1[CH:28]=[C:29]2[C:34](=[CH:35][CH:36]=1)[C:33]([CH3:38])([CH3:37])[NH:32][CH:31]([C:39]([OH:41])=O)[CH2:30]2.CCN([CH:48]([CH3:50])[CH3:49])C(C)C.[CH:51]1[CH:52]=[CH:53][C:54]2[N:59](O)N=NC=2[CH:56]=1.C(Cl)[Cl:62]>CN(C1C=CN=CC=1)C.C(Cl)CCl>[Cl:62][C:49]1[CH:48]=[CH:50][C:52]([CH2:53][CH:54]([NH:59][C:39]([CH:31]2[CH2:30][C:29]3[C:34](=[CH:35][CH:36]=[C:27]([OH:26])[CH:28]=3)[C:33]([CH3:37])([CH3:38])[NH:32]2)=[O:41])[C:1](=[O:3])[N:8]2[CH2:9][CH2:10][N:11]([C:14]3[CH:19]=[CH:18][CH:17]=[CH:16][C:15]=3[CH2:20][N:21]3[CH:25]=[N:24][CH:23]=[N:22]3)[CH2:12][CH2:13]2)=[CH:51][CH:56]=1. Procedure: 1-Boc-4-(2-[1,2,4]triazol-1-ylmethyl-phenyl)-piperazine was deprotected and coupled to Boc-D-p-Cl-Phe-OH in a manner similar to coupling procedure 1. The coupled product was deprotected and prepared as the chloride salt. To a solution of the chloride salt (1.16 g, 2.52 mmol), 6-hydroxy-1,1-dimethyl-1,2,3,4-tetrahydro-isoquinoline-3-carboxylic acid (714 mg), DIEA (1.75 mL), HOBt (408 mg), and DMAP (62 mg) in 2.52 mL of CH2Cl2 was added EDC (579 mg). After stirring overnight, the mixture was extra... Starting materials: C[Mg]Cl, [Cl-], [NH4+], C1CCOC1, O=C1CCN(C(=O)OCc2ccccc2)CC1. The product is CC1(O)CCN(C(=O)OCc2ccccc2)CC1. Reaction SMILES: [CH3:1][Mg:2][Cl:3].[Cl-:21].[NH4+:22].[O:23]1[CH2:24][CH2:25][CH2:26][CH2:27]1.[O:4]=[C:5]1[CH2:6][CH2:7][N:8]([C:11](=[O:12])[O:13][CH2:14][c:15]2[cH:16][cH:17][cH:18][cH:19][cH:20]2)[CH2:9][CH2:10]1>>[CH3:1][C:5]1([OH:4])[CH2:6][CH2:7][N:8]([C:11](=[O:12])[O:13][CH2:14][c:15]2[cH:16][cH:17][cH:18][cH:19][cH:20]2)[CH2:9][CH2:10]1. Starting materials: [Cl-].COC[P+](C1=CC=CC=C1)(C1=CC=CC=C1)C1=CC=CC=C1 (methoxymethyl-triphenylphosphonium chloride), Cl (hydrochloric acid), C(C)OC(=O)N1[C@H]([C@H](CC1)CC=O)C(=O)OCC (cis 1-ethoxycarbonyl-2-ethoxycarbonyl-pyrrolidine-3-acetaldehyde), CC(C)([O-])C.[K+].O1CCCC1 (potassium tert-butoxide tetrahydrofuran). Solvent: O1CCCC1 (tetrahydrofuran), O1CCCC1 (tetrahydrofuran). Run at time 4 hour. Product: C(C)OC(=O)N1[C@H]([C@H](CC1)CCC=O)C(=O)OCC (cis 1-ethoxycarbonyl-2-ethoxycarbonylpyrrolidine-3-propionaldehyde). Reaction SMILES: [CH2:1]([O:3][C:4]([N:6]1[CH2:10][CH2:9][C@H:8]([CH2:11][CH:12]=O)[C@@H:7]1[C:14]([O:16][CH2:17][CH3:18])=[O:15])=[O:5])[CH3:2].[Cl-].[CH3:20][O:21]C[P+](C1C=CC=CC=1)(C1C=CC=CC=1)C1C=CC=CC=1.CC(C)([O-])C.[K+].O1CCCC1.Cl>O1CCCC1>[CH2:1]([O:3][C:4]([N:6]1[CH2:10][CH2:9][C@H:8]([CH2:11][CH2:12][CH:20]=[O:21])[C@@H:7]1[C:14]([O:16][CH2:17][CH3:18])=[O:15])=[O:5])[CH3:2] |f:1.2,3.4.5|. Reported procedure: To 0.663 g of cis 1-ethoxycarbonyl-2-ethoxycarbonyl-pyrrolidine-3-acetaldehyde in 10 ml anhydrous tetrahydrofuran under nitrogen, cooled to -78°, is added dropwise a solution of 2.21 g of methoxymethyl-triphenylphosphonium chloride in 20 ml of anhydrous tetrahydrofuran to which is added 2.6 ml of potassium tert-butoxide/tetrahydrofuran (1.6M). Solution is stirred at room temperature for 4 hours; 15 ml of 2N hydrochloric acid is added and the mixture stirred for 45 minutes. The solution is concen... Reactants: C1CCOC1, CN1CCN(CCCNc2ccc(N)cc2)CC1, Cc1cc(C(=O)Nc2cccc(C(=O)c3ccc4c(c3)NC(=O)C4=CO)c2)n(C)n1. The product is Cc1cc(C(=O)Nc2cccc(C(=O)c3ccc4c(c3)NC(=O)C4=CNc3ccc(NCCCN4CCN(C)CC4)cc3)c2)n(C)n1. RXN SMILES: [CH2:49]1[O:50][CH2:51][CH2:52][CH2:53]1.[CH3:31][N:32]1[CH2:33][CH2:34][N:35]([CH2:38][CH2:39][CH2:40][NH:41][c:42]2[cH:43][cH:44][c:45]([NH2:48])[cH:46][cH:47]2)[CH2:36][CH2:37]1.[OH:1][CH:2]=[C:3]1[C:4](=[O:30])[NH:5][c:6]2[cH:7][c:8]([C:12](=[O:13])[c:14]3[cH:15][c:16]([NH:20][C:21](=[O:22])[c:23]4[n:24]([CH3:29])[n:25][c:26]([CH3:28])[cH:27]4)[cH:17][cH:18][cH:19]3)[cH:9][cH:10][c:11]21>>[CH:2](=[C:3]1[C:4](=[O:30])[NH:5][c:6]2[cH:7][c:8]([C:12](=[O:13])[c:14]3[cH:15][c:16]([NH:20][C:21](=[O:22])[c:23]4[n:24]([CH3:29])[n:25][c:26]([CH3:28])[cH:27]4)[cH:17][cH:18][cH:19]3)[cH:9][cH:10][c:11]21)[NH:48][c:45]1[cH:44][cH:43][c:42]([NH:41][CH2:40][CH2:39][CH2:38][N:35]2[CH2:34][CH2:33][N:32]([CH3:31])[CH2:37][CH2:36]2)[cH:47][cH:46]1. Procedure details: Methyl 13-cyclohexyl-6-formyl-5-methyl-6,7-dihydro-5H-indolo[1,2-d][1,4]benzodiazepine-10-carboxylate was dissolved in MeOH (0.08 M) and HOAc was added. Tert-butyl[(3-{methyl[2(methylamino)ethyl]amino}propyl)sulfonyl]carbamate (1.5 eq. prepared as described in Example 15, Steps 1-3) was added and the mixture was stirred for 5 min. NaCNBH3 (1.5 eq.) was added and the mixture was stirred for 6 h. All volatiles were evaporated and the residual material was dissolved in EtOAc. The solution was extra... Yields the product C1(CCCCC1)C=1C=2C=CC(=CC2N2CC(N(C3=C(C21)C=CC=C3)C)CN(CCN(CCCS(NC(OC(C)(C)C)=O)(=O)=O)C)C)C(=O)OC (methyl 13-cyclohexyl-5-methyl-6-(2,5,13,13-tetramethyl-9,9-dioxido-11-oxo-12-oxa-9-thia-2,5,10-triazatetradec-1-yl)-6,7-dihydro-5H-indolo[1,2-d][1,4]benzodiazepine-10-carboxylate). As a reaction SMILES: [CH:1]1([C:7]2[C:8]3[CH:9]=[CH:10][C:11]([C:28]([O:30][CH3:31])=[O:29])=[CH:12][C:13]=3[N:14]3[C:20]=2[C:19]2[CH:21]=[CH:22][CH:23]=[CH:24][C:18]=2[N:17]([CH3:25])[CH:16]([CH:26]=O)[CH2:15]3)[CH2:6][CH2:5][CH2:4][CH2:3][CH2:2]1.CC(O)=O.[C:36]([O:40][C:41](=[O:55])[NH:42][S:43]([CH2:46][CH2:47][CH2:48][N:49]([CH3:54])[CH2:50][CH2:51][NH:52][CH3:53])(=[O:45])=[O:44])([CH3:39])([CH3:38])[CH3:37].[BH3-]C#N.[Na+]>CO>[CH:1]1([C:7]2[C:8]3[CH:9]=[CH:10][C:11]([C:28]([O:30][CH3:31])=[O:29])=[CH:12][C:13]=3[N:14]3[C:20]=2[C:19]2[CH:18]=[CH:24][CH:23]=[CH:22][C:21]=2[N:17]([CH3:25])[CH:16]([CH2:26][N:52]([CH3:53])[CH2:51][CH2:50][N:49]([CH3:54])[CH2:48][CH2:47][CH2:46][S:43](=[O:44])(=[O:45])[NH:42][C:41](=[O:55])[O:40][C:36]([CH3:39])([CH3:37])[CH3:38])[CH2:15]3)[CH2:2][CH2:3][CH2:4][CH2:5][CH2:6]1 |f:3.4|. Conditions: time 5 minute. Reactants: [BH3-]C#N.[Na+] (NaCNBH3), C1(CCCCC1)C=1C=2C=CC(=CC2N2CC(N(C3=C(C21)C=CC=C3)C)C=O)C(=O)OC (Methyl 13-cyclohexyl-6-formyl-5-methyl-6,7-dihydro-5H-indolo[1,2-d][1,4]benzodiazepine-10-carboxylate), C(C)(C)(C)OC(NS(=O)(=O)CCCN(CCNC)C)=O (Tert-butyl[(3-{methyl[2(methylamino)ethyl]amino}propyl)sulfonyl]carbamate), CC(=O)O (HOAc). Run in CO (MeOH).